From a dataset of the Open Reaction Database (ORD), a public repository of structured organic reaction records. describe an organic reaction: reactants, conditions, products, and yield Reactants: O=[N+]([O-])O, O=C(O)c1cccnc1O, O=S(=O)(O)O. Product: O=C(O)c1cc([N+](=O)[O-])cnc1O. Reaction SMILES: [OH:11][N+:12]([O-:13])=[O:14].[OH:1][c:2]1[c:3]([C:4](=[O:5])[OH:6])[cH:7][cH:8][cH:9][n:10]1.[S:15](=[O:16])(=[O:17])([OH:18])[OH:19]>>[OH:1][c:2]1[c:3]([C:4](=[O:5])[OH:6])[cH:7][c:8]([N+:12](=[O:11])[O-:13])[cH:9][n:10]1. The reactants are Cl (HCl), COC=1C=C(C=CC1NC(=O)NC1=C(C=CC=C1)C)CC(=O)N(C)CCCC1=CC=C(C(=O)OCC)C=C1 (ethyl 4-[3-[3-methoxy-4-[N′-(2-methylphenyl)ureido]phenylacetyl-N-methylamino]-1-propyl]benzoate), [OH-].[Na+] (NaOH). The reagents and catalysts are C[C@@H]1OC[C@@H]2[C@@H](O1)[C@@H]([C@H]([C@@H](O2)OC3[C@H]4COC(=O)[C@@H]4[C@@H](C5=CC6=C(C=C35)OCO6)C7=CC(=C(C(=C7)OC)O)OC)O)O.C1CN(P(=O)(OC1)NCCCl)CCCl.[NH2-].[NH2-].Cl[Pt+2]Cl (ice-1). The solvent is C1CCOC1 (THF). Yields the product COC=1C=C(C=CC1NC(=O)NC1=C(C=CC=C1)C)CC(=O)N(C)CCCC1=CC=C(C(=O)O)C=C1 (4-[3-[3-methoxy-4-[N′-(2-methylphenyl)ureido]phenylacetyl-N-methylamino]-1-propyl]benzoic acid). The yield is 27.7%. Reaction SMILES: [CH3:1][O:2][C:3]1[CH:4]=[C:5]([CH2:20][C:21]([N:23]([CH2:25][CH2:26][CH2:27][C:28]2[CH:38]=[CH:37][C:31]([C:32]([O:34]CC)=[O:33])=[CH:30][CH:29]=2)[CH3:24])=[O:22])[CH:6]=[CH:7][C:8]=1[NH:9][C:10]([NH:12][C:13]1[CH:18]=[CH:17][CH:16]=[CH:15][C:14]=1[CH3:19])=[O:11].[OH-].[Na+].Cl>C1COCC1.C[C@H]1O[C@H]2[C@H](O)[C@@H](O)[C@H](OC3C4C(=CC5OCOC=5C=4)[C@@H](C4C=C(OC)C(O)=C(OC)C=4)[C@@H]4[C@@H]3COC4=O)O[C@@H]2CO1.C1COP(NCCCl)(=O)N(CCCl)C1.[NH2-].[NH2-].Cl[Pt+2]Cl>[CH3:1][O:2][C:3]1[CH:4]=[C:5]([CH2:20][C:21]([N:23]([CH2:25][CH2:26][CH2:27][C:28]2[CH:29]=[CH:30][C:31]([C:32]([OH:34])=[O:33])=[CH:37][CH:38]=2)[CH3:24])=[O:22])[CH:6]=[CH:7][C:8]=1[NH:9][C:10]([NH:12][C:13]1[CH:18]=[CH:17][CH:16]=[CH:15][C:14]=1[CH3:19])=[O:11] |f:1.2,5.6.7.8.9|. Procedure details: To a stirred solution of ethyl 4-[3-[3-methoxy-4-[N′-(2-methylphenyl)ureido]phenylacetyl-N-methylamino]-1-propyl]benzoate (500 mg, 0.966 mmol) in THF (8 mL) was added 0.25 N NaOH (8 mL), and the mixture was heated under reflux overnight. The resulting solution was poured into ice-1 N HCl (100 mL) and the solid was collected with suction. The solid was dissolved in CHCl3 (100 mL) and dried over MgSO4. After removal of the solvent, the residue was chromatographed on silica gel with CHCl3—MeOH (10:... Solvent: C(Cl)(Cl)(Cl)Cl (CCl4). Conditions: time 2.5 hour. Starting materials: CC1(OC(=CC1=O)C1=CC=C(C=C1)S(=O)C)C (2,2-dimethyl-5-{4-(methylsulfinyl)phenyl}-3(2H)-furanone), C(C)(=O)O (acetic acid), BrBr (bromine). Yields the product BrC=1C(C(OC1C1=CC=C(C=C1)S(=O)C)(C)C)=O (4-bromo-2,2-dimethyl-5-{4-(methylsulfinyl)phenyl}-3(2H)-furanone). Reported procedure: To a solution of 2,2-dimethyl-5-{4-(methylsulfinyl)phenyl}-3(2H)-furanone (135 mg) in 25 ml of CCl4, were added 1 ml acetic acid and 0.1 ml bromine. The reaction mixture was stirred at room temperature for 2.5 hr. Then the reaction was quenched by adding 10 ml of saturated aqueous sodium thiosulfate. The volatile materials were removed in vacuo, which was followed by extraction with dichloromethane (50 ml×3). The organic layer was dried over anhydrous magnesium sulfate and the magnesium sulfate ... As a reaction SMILES: [CH3:1][C:2]1([CH3:17])[C:6](=[O:7])[CH:5]=[C:4]([C:8]2[CH:13]=[CH:12][C:11]([S:14]([CH3:16])=[O:15])=[CH:10][CH:9]=2)[O:3]1.C(O)(=O)C.[Br:22]Br>C(Cl)(Cl)(Cl)Cl>[Br:22][C:5]1[C:6](=[O:7])[C:2]([CH3:17])([CH3:1])[O:3][C:4]=1[C:8]1[CH:13]=[CH:12][C:11]([S:14]([CH3:16])=[O:15])=[CH:10][CH:9]=1. The reactants are C(=O)=O (dry ice), CN(CCO)C (dimethylethanolamine), C1CO1 (ethylene oxide), C1CO1 (ethylene oxide). Run in O (water). Conditions: time 4 day. Product: [OH-].OCC[N+](C)(C)CCO (Bis-(2-hydroxyethyl) dimethyl ammonium hydroxide). As a reaction SMILES: C(=O)=[O:2].[CH3:4][N:5]([CH3:9])[CH2:6][CH2:7][OH:8].[CH2:10]1[O:12][CH2:11]1>O>[OH-:2].[OH:8][CH2:7][CH2:6][N+:5]([CH2:10][CH2:11][OH:12])([CH3:9])[CH3:4] |f:4.5|. Procedure details: A two-liter three-necked flask equipped with a thermometer, magnetic stirrer, dry ice condenser, cooling bath, and nitrogen inlet was charged with about 267 grams of dimethylethanolamine (DMEA) and 330 grams of de-ionized water. About 128 grams of ethylene oxide was fed slowly through a feeding tube into the reaction mixture using moderate agitation, and the reaction temperature was maintained below 20° C. After the ethylene oxide addition was completed, the reaction was allowed to digest for an... Reactants: C(C1=CC=CC=C1)O[C@@H]1[C@H](O[C@@]([C@@H]([C@H]1OCC1=CC=CC=C1)OCC1=CC=CC=C1)(OC)C1=CC(=C(C=C1)Cl)CC1=CC=C(C=C1)OCC(F)(F)F)CO[Si](C)(C)C(C)(C)C ([[(2R,3R,4S,5R,6S)-3,4,5-tribenzyloxy-6-[4-chloro-3-[[4-(2,2,2-trifluoroethoxy)phen yl]methyl]phenyl]-6-methoxy-tetrahydropyran-2-yl]methoxy]tert-butyl-dimethyl-silane), C(C)(=O)Cl (acetyl chloride). Run in CO (methanol). Run at time 1 hour. Product: C(C1=CC=CC=C1)O[C@@H]1[C@H](O[C@@]([C@@H]([C@H]1OCC1=CC=CC=C1)OCC1=CC=CC=C1)(OC)C1=CC(=C(C=C1)Cl)CC1=CC=C(C=C1)OCC(F)(F)F)CO ([(2R,3R,4S,5R,6S)-3,4,5-tribenzyloxy-6-[4-chloro-3-[[4-(2,2,2-trifluoroethoxy)phenyl]methyl]phenyl]-6-methoxy-tetrahydropyran-2-yl]methanol). The yield is 30.2%. RXN SMILES: [CH2:1]([O:8][C@H:9]1[C@H:14]([O:15][CH2:16][C:17]2[CH:22]=[CH:21][CH:20]=[CH:19][CH:18]=2)[C@@H:13]([O:23][CH2:24][C:25]2[CH:30]=[CH:29][CH:28]=[CH:27][CH:26]=2)[C@@:12]([C:33]2[CH:38]=[CH:37][C:36]([Cl:39])=[C:35]([CH2:40][C:41]3[CH:46]=[CH:45][C:44]([O:47][CH2:48][C:49]([F:52])([F:51])[F:50])=[CH:43][CH:42]=3)[CH:34]=2)([O:31][CH3:32])[O:11][C@@H:10]1[CH2:53][O:54][Si](C(C)(C)C)(C)C)[C:2]1[CH:7]=[CH:6][CH:5]=[CH:4][CH:3]=1.C(Cl)(=O)C>CO>[CH2:1]([O:8][C@H:9]1[C@H:14]([O:15][CH2:16][C:17]2[CH:22]=[CH:21][CH:20]=[CH:19][CH:18]=2)[C@@H:13]([O:23][CH2:24][C:25]2[CH:30]=[CH:29][CH:28]=[CH:27][CH:26]=2)[C@@:12]([C:33]2[CH:38]=[CH:37][C:36]([Cl:39])=[C:35]([CH2:40][C:41]3[CH:42]=[CH:43][C:44]([O:47][CH2:48][C:49]([F:51])([F:52])[F:50])=[CH:45][CH:46]=3)[CH:34]=2)([O:31][CH3:32])[O:11][C@@H:10]1[CH2:53][OH:54])[C:2]1[CH:3]=[CH:4][CH:5]=[CH:6][CH:7]=1. Reported procedure: [[(2R,3R,4S,5R,6S)-3,4,5-tribenzyloxy-6-[4-chloro-3-[[4-(2,2,2-trifluoroethoxy)phenyl]methyl]phenyl]-6-methoxy-tetrahydropyran-2-yl]methoxy]tert-butyl-dimethyl-silane 7g (4.19 g, 4.78 mmol) was dissolved in 30 mL methanol, followed by addition of acetyl chloride (51 μL, 0.72 mmol). The reaction mixture was stirred for 1 hour. Thereafter, the reaction mixture was concentrated under reduced pressure and the resulting residue was purified by silica gel chromatography with elution system D to obtain... Starting materials: ClC1=C(C(=CC=C1)Cl)C1=CC2=C(N=C(N=C2)S(=O)(=O)C)N(C1=O)C (6-(2,6-Dichlorophenyl)-2-methanesulfonyl-8-methyl-8H-pyrido[2,3-d]pyrimidin-7-one), NC=1C=C(C(=O)OCC)C=CC1 (3-aminobenzoic acid, ethyl ester), C(C)(=O)O (acetic acid). Solvent: O (Water). Reaction conditions: temperature 100 celsius, time 6 minute. Yields the product ClC1=C(C(=CC=C1)Cl)C1=CC2=C(N=C(N=C2)NC=2C=C(C(=O)OCC)C=CC2)N(C1=O)C (3-[6-(2,6-Dichlorophenyl)-8-methyl-7-oxo-7,8-dihydro-pyrido[2,3-d]pyrimidin-2-ylamino]-benzoic acid, ethyl ester). As a reaction SMILES: [Cl:1][C:2]1[CH:7]=[CH:6][CH:5]=[C:4]([Cl:8])[C:3]=1[C:9]1[C:22](=[O:23])[N:21]([CH3:24])[C:12]2[N:13]=[C:14](S(C)(=O)=O)[N:15]=[CH:16][C:11]=2[CH:10]=1.[NH2:25][C:26]1[CH:27]=[C:28]([CH:34]=[CH:35][CH:36]=1)[C:29]([O:31][CH2:32][CH3:33])=[O:30].C(O)(=O)C>O>[Cl:1][C:2]1[CH:7]=[CH:6][CH:5]=[C:4]([Cl:8])[C:3]=1[C:9]1[C:22](=[O:23])[N:21]([CH3:24])[C:12]2[N:13]=[C:14]([NH:25][C:26]3[CH:27]=[C:28]([CH:34]=[CH:35][CH:36]=3)[C:29]([O:31][CH2:32][CH3:33])=[O:30])[N:15]=[CH:16][C:11]=2[CH:10]=1. Procedure: A mixture of 0.226 g (0.58 mmol) of 6-(2,6-dichlorophenyl)-2-methanesulfonyl-8-methyl-8H-pyrido[2,3-d]pyrimidin-7-one of Example 39 and 0.40 g (2.42 mmol) of 3-aminobenzoic acid, ethyl ester was fused in a 170° C. oil bath to give a clear melt. After 6 minutes, the melt was cooled to ca. 100° C. Glacial acetic acid (1 mL) was added to dissolve the melt. Water (5 mL) was added to precipitate a solid. The solid was filtered, washed well with water, and triturated with 2 mL of methanol. The mixture... Reactants: C1OC=2C=C(C=CC2OC1)C=CC(C)=O (1-(3,4-ethylenedioxyphenyl)but-1-en-3-one), C(CC(=O)OCC)(=O)OCC (diethyl malonate), ( ii ). Product: C1OC=2C=C(C=CC2OC1)C1CC(=CC(C1)=O)O (5-(3,4-Ethylenedioxyphenyl)-3-hydroxycyclohex-2-en-1-one). RXN SMILES: [CH2:1]1[CH2:10][O:9][C:8]2[CH:7]=[CH:6][C:5]([CH:11]=[CH:12][C:13](=[O:15])[CH3:14])=[CH:4][C:3]=2[O:2]1.C(OCC)(=O)[CH2:17][C:18](OCC)=[O:19]>>[CH2:1]1[CH2:10][O:9][C:8]2[CH:7]=[CH:6][C:5]([CH:11]3[CH2:17][C:18](=[O:19])[CH:14]=[C:13]([OH:15])[CH2:12]3)=[CH:4][C:3]=2[O:2]1. Reported procedure: 5-(3,4-Ethylenedioxyphenyl)-3-hydroxycyclohex-2-en-1-one was prepared from 1-(3,4-ethylenedioxyphenyl)but-1-en-3-one and diethyl malonate following essentially the same procedure as that described in Example 1 part (ii). The product was obtained as a crystalline solid, mp 188° C. The reactants are C(C#C)Br (Propargyl bromide), C(Cl)(Cl)Cl.CO (chloroform methanol), [OH-].[Na+] (sodium hydroxide), COCCC=1N(C2=C(C=NC=3C=CC=CC23)N1)CCO (2-[2-(2-Methoxyethyl)-1H-imidazo[4,5-c]quinolin-1-yl]ethanol). The reagents and catalysts are [Cl-].C(C1=CC=CC=C1)[N+](C)(C)C (benzyltrimethylammonium chloride). Run in ClCCl (dichloromethane), O (water). Reaction conditions: time 18 hour. Yields the product COCCC=1N(C2=C(C=NC=3C=CC=CC23)N1)CCOCC#C (2-(2-methoxyethyl)-1-[2-(prop-2-ynyloxy)ethyl]-1H-imidazo[4,5-c]quinoline). Yield: 99.6%. As a reaction SMILES: [CH2:1](Br)[C:2]#[CH:3].[OH-].[Na+].[CH3:7][O:8][CH2:9][CH2:10][C:11]1[N:12]([CH2:24][CH2:25][OH:26])[C:13]2[C:22]3[CH:21]=[CH:20][CH:19]=[CH:18][C:17]=3[N:16]=[CH:15][C:14]=2[N:23]=1.C(Cl)(Cl)Cl.CO>[Cl-].C([N+](C)(C)C)C1C=CC=CC=1.ClCCl.O>[CH3:7][O:8][CH2:9][CH2:10][C:11]1[N:12]([CH2:24][CH2:25][O:26][CH2:3][C:2]#[CH:1])[C:13]2[C:22]3[CH:21]=[CH:20][CH:19]=[CH:18][C:17]=3[N:16]=[CH:15][C:14]=2[N:23]=1 |f:1.2,4.5,6.7|. Procedure: Propargyl bromide (10.0 ml, 89.8 mmol, 80% in toluene) and benzyltrimethylammonium chloride (0.60 g, 3.2 mmol) were dissolved in dichloromethane (130 ml). The solution was treated with sodium hydroxide (130 ml, 50% w/w in water). 2-[2-(2-Methoxyethyl)-1H-imidazo[4,5-c]quinolin-1-yl]ethanol (20.0 g, 73.7 mmol) was added and the mixture was vigorously stirred for 18 hours. Thin layer chromatography (9/1 chloroform/methanol) indicated complete conversion. The mixture was diluted with water (200 ml)... Reactants: ClC=1C=C(C=CC1)[C@@H]([C@H]1CN(CCC1)C(=O)OC(C)(C)C)OCC(=O)OCC ((R)-tert-Butyl 3-((R)-(3-chlorophenyl)(2-ethoxy-2-oxoethoxy)methyl)piperidine-1-carboxylate), N (NH3). Solvent: CO (MeOH). Conditions: time 6 hour. The product is NC(CO[C@H]([C@H]1CN(CCC1)C(=O)OC(C)(C)C)C1=CC(=CC=C1)Cl)=O ((R)-tert-butyl 3-((R)-(2-amino-2-oxoethoxy)(3-chlorophenyl)methyl)piperidine-1-carboxylate). Reaction SMILES: [Cl:1][C:2]1[CH:3]=[C:4]([C@H:8]([O:22][CH2:23][C:24]([O:26]CC)=O)[C@@H:9]2[CH2:14][CH2:13][CH2:12][N:11]([C:15]([O:17][C:18]([CH3:21])([CH3:20])[CH3:19])=[O:16])[CH2:10]2)[CH:5]=[CH:6][CH:7]=1.[NH3:29]>CO>[NH2:29][C:24](=[O:26])[CH2:23][O:22][C@@H:8]([C:4]1[CH:5]=[CH:6][CH:7]=[C:2]([Cl:1])[CH:3]=1)[C@@H:9]1[CH2:14][CH2:13][CH2:12][N:11]([C:15]([O:17][C:18]([CH3:21])([CH3:20])[CH3:19])=[O:16])[CH2:10]1. Reported procedure: (R)-tert-Butyl 3-((R)-(3-chlorophenyl)(2-ethoxy-2-oxoethoxy)methyl)piperidine-1-carboxylate (1.50 g, 3.65 mmol) was dissolved in 7 M NH3 in MeOH, and stirred at rt for 6 h. The mixture was evaporated under reduced pressure to afford the (R)-tert-butyl 3-((R)-(2-amino-2-oxoethoxy)(3-chlorophenyl)methyl)piperidine-1-carboxylate in quantitative yield. MS: 383 (M+H)+.